Dataset: the Open Reaction Database (ORD), a public repository of structured organic reaction records. Task: describe an organic reaction: reactants, conditions, products, and yield The reactants are ICCC (1-iodopropane), FC1=C(C=C(C=C1)OC)C1=C(C=C(C=C1)OCC1=CC=C(C=C1)OC)C(C(C)C)=O (1-(2′-fluoro-5′-methoxy-4-((4-methoxybenzyl)oxy)-[1,1′-biphenyl]-2-yl)-2-methylpropan-1-one), C[Si](C)(C)[N-][Si](C)(C)C.[Li+] (lithium bis(trimethylsilyl)amide). Solvent: C1CCOC1 (THF), C1CCOC1 (THF). Reaction conditions: time 10 minute. Product: FC1=C(C=C(C=C1)OC)C1=C(C=C(C=C1)OCC1=CC=C(C=C1)OC)C(C(CCC)(C)C)=O (1-(2′-fluoro-5′-methoxy-4-((4-methoxybenzyl)oxy)-[1,1′-biphenyl]-2-yl)-2,2-dimethylpentan-1-one). As a reaction SMILES: [F:1][C:2]1[CH:7]=[CH:6][C:5]([O:8][CH3:9])=[CH:4][C:3]=1[C:10]1[CH:15]=[CH:14][C:13]([O:16][CH2:17][C:18]2[CH:23]=[CH:22][C:21]([O:24][CH3:25])=[CH:20][CH:19]=2)=[CH:12][C:11]=1[C:26](=[O:30])[CH:27]([CH3:29])[CH3:28].[CH3:31][Si]([N-][Si](C)(C)C)(C)C.[Li+].I[CH2:42][CH2:43]C>C1COCC1>[F:1][C:2]1[CH:7]=[CH:6][C:5]([O:8][CH3:9])=[CH:4][C:3]=1[C:10]1[CH:15]=[CH:14][C:13]([O:16][CH2:17][C:18]2[CH:23]=[CH:22][C:21]([O:24][CH3:25])=[CH:20][CH:19]=2)=[CH:12][C:11]=1[C:26](=[O:30])[C:27]([CH3:31])([CH3:28])[CH2:29][CH2:42][CH3:43] |f:1.2|. Procedure details: Under a nitrogen atmosphere, to a solution of 1-(2′-fluoro-5′-methoxy-4-((4-methoxybenzyl)oxy)-[1,1′-biphenyl]-2-yl)-2-methylpropan-1-one (128.6 mg) in THF (1574 μL) was added a solution (409 μL) of lithium bis(trimethylsilyl)amide in THF at 0° C., and the mixture was stirred for 10 min. To the reaction mixture was added 1-iodopropane (61.4 μL), and the mixture was stirred at room temperature for 2.5 hr. To the reaction mixture was added, at 0° C., saturated aqueous ammonium chloride solution, a...